From a dataset of the Open Reaction Database (ORD), a public repository of structured organic reaction records. describe an organic reaction: reactants, conditions, products, and yield The reactants are [Na] (sodium), ClC=1C=NC=C(C1SC1=C(C=C(S1)C(=O)NCCC=O)[N+](=O)[O-])Cl (5-((3,5-dichloropyridin-4-yl)thio)-4-nitro-N-(3-oxopropyl)thiophene-2-carboxamide), OC1CNCCC1 (3-hydroxy-piperidine), C(C)(=O)O (acetic acid). As a reaction SMILES: [Cl:1][C:2]1[CH:3]=[N:4][CH:5]=[C:6]([Cl:24])[C:7]=1[S:8][C:9]1[S:13][C:12]([C:14]([NH:16][CH2:17][CH2:18][CH:19]=O)=[O:15])=[CH:11][C:10]=1[N+:21]([O-:23])=[O:22].[OH:25][CH:26]1[CH2:31][CH2:30][CH2:29][NH:28][CH2:27]1.C(O)(=O)C.[Na]>O1CCCC1.O>[Cl:1][C:2]1[CH:3]=[N:4][CH:5]=[C:6]([Cl:24])[C:7]=1[S:8][C:9]1[S:13][C:12]([C:14]([NH:16][CH2:17][CH2:18][CH2:19][N:28]2[CH2:29][CH2:30][CH2:31][CH:26]([OH:25])[CH2:27]2)=[O:15])=[CH:11][C:10]=1[N+:21]([O-:23])=[O:22] |^1:35|. Product: ClC=1C=NC=C(C1SC1=C(C=C(S1)C(=O)NCCCN1CC(CCC1)O)[N+](=O)[O-])Cl (5-((3,5-dichloropyridin-4-yl)thio)-N-(3-(3-hydroxypiperidin-1-yl)propyl)-4-nitrothiophene-2-carboxamide). Run at time 30 minute. Solvent: O1CCCC1 (tetrahydrofuran), O (water). Yield: 8.9%. Procedure details: To a solution of 5-((3,5-dichloropyridin-4-yl)thio)-4-nitro-N-(3-oxopropyl)thiophene-2-carboxamide (0.13 g, 0.32 mmol) and 3-hydroxy-piperidine (89.0 mg, 0.38 mmol) in tetrahydrofuran (3.0 mL) under nitrogen, was added acetic acid (0.2 mL). The resulting mixture was stirred at ambient temperature for 30 minutes. Then sodium triacetoxyboronhydride was added and the reaction mixture was stirred at ambient temperature for additional 4 hours. After this time, the reaction mixture was diluted with wa... The reactants are BrC1=CC=C(C(=C1C=O)F)O (6-bromo-2-fluoro-3-hydroxybenzaldehyde), FC=1C(=CC2=C(B(OC2)O)C1)O (6-Fluorobenzo[c][1,2]oxaborole-1,5(3H)-diol). The product is FC1=C(C=CC=2B(OCC21)O)O (4-Fluorobenzo[c][1,2]oxaborole-1,5(3H)-diol). As a reaction SMILES: Br[C:2]1[C:7]([CH:8]=[O:9])=[C:6]([F:10])[C:5]([OH:11])=[CH:4][CH:3]=1.FC1C(O)=CC2C[O:19][B:18](O)C=2C=1>>[F:10][C:6]1[C:7]2[CH2:8][O:9][B:18]([OH:19])[C:2]=2[CH:3]=[CH:4][C:5]=1[OH:11]. Procedure details: 4-Fluorobenzo[c][1,2]oxaborole-1,5(3H)-diol was prepared from 6-bromo-2-fluoro-3-hydroxybenzaldehyde in a similar manner to that of Intermediate 2. Starting materials: [N+](=O)([O-])C(CC)C1OC(C2=CC=CC=C12)=O (1,3-Dihydro-3-(1-nitropropyl)-isobenzofuran-1-one), C([O-])([O-])=O.[K+].[K+] (potassium carbonate), S(=O)(=O)(OC)OC (dimethyl sulfate). Run in CC(=O)C (acetone). Conditions: time 18 hour. The product is COC(C1=C(C=CC=C1)C=C(CC)[N+](=O)[O-])=O (2-(2-Nitro-1-butenyl)-benzoic Acid Methyl Ester). Isolated yield 86.9%. Reaction SMILES: [N+:1]([CH:4]([CH:7]1[C:15]2[C:10](=[CH:11][CH:12]=[CH:13][CH:14]=2)[C:9](=[O:16])[O:8]1)[CH2:5][CH3:6])([O-:3])=[O:2].[C:17](=O)([O-])[O-].[K+].[K+].S(OC)(OC)(=O)=O>CC(C)=O>[CH3:17][O:8][C:9](=[O:16])[C:10]1[CH:11]=[CH:12][CH:13]=[CH:14][C:15]=1[CH:7]=[C:4]([N+:1]([O-:3])=[O:2])[CH2:5][CH3:6] |f:1.2.3|. Procedure details: A suspension of 1,3-dihydro-3-(1-nitropropyl)-isobenzofuran-1-one (53 g, described in Example 27), potassium carbonate (64 g) and dimethyl sulfate (45.4 g) in acetone (1.5 l) is stirred at room temperature for 18 hr and filtered. The filtrate is evaporated and the residue is chromatographed on silica gel using hexane-diethyl ether (4:1). The eluates are evaporated to give the title compound (49 g), nmr (CDCl3) δ1.15(t), 2.65(q), 3.94(s), 7.55(m), 8.2(m) and 8.45(s). Reactants: FC1=C(C(=O)O)C=CC=C1OC (2-fluoro-3-methoxybenzoic acid), FC1(CCC(CC1)(C=1C=NC(=CC1)F)CN)F (C-[4,4-difluoro-1-(6-fluoro-pyridin-3-yl)-cyclohexyl]-methylamine). The product is FC1(CCC(CC1)(C=1C=NC(=CC1)F)CNC(C1=C(C(=CC=C1)OC)F)=O)F (N-[4,4-Difluoro-1-(6-fluoro-pyridin-3-yl)-cyclohexylmethyl]-2-fluoro-3-methoxybenzamide). Reaction SMILES: [F:1][C:2]1[C:10]([O:11][CH3:12])=[CH:9][CH:8]=[CH:7][C:3]=1[C:4]([OH:6])=O.[F:13][C:14]1([F:29])[CH2:19][CH2:18][C:17]([CH2:27][NH2:28])([C:20]2[CH:21]=[N:22][C:23]([F:26])=[CH:24][CH:25]=2)[CH2:16][CH2:15]1>>[F:29][C:14]1([F:13])[CH2:15][CH2:16][C:17]([CH2:27][NH:28][C:4](=[O:6])[C:3]2[CH:7]=[CH:8][CH:9]=[C:10]([O:11][CH3:12])[C:2]=2[F:1])([C:20]2[CH:21]=[N:22][C:23]([F:26])=[CH:24][CH:25]=2)[CH2:18][CH2:19]1. Reported procedure: From 2-fluoro-3-methoxybenzoic acid and C-[4,4-difluoro-1-(6-fluoro-pyridin-3-yl)-cyclohexyl]-methylamine. LCMS (MH+): m/z=397.2, tR (minutes, Method D)=0.69 Starting materials: O=C([O-])[O-], Cc1cc(-c2ccc(C(F)(F)F)cc2)nc(S(C)(=O)=O)n1, CC#N, Oc1cccc(C(F)(F)F)c1, [K+], [K+], O. Product: Cc1cc(-c2ccc(C(F)(F)F)cc2)nc(Oc2cccc(C(F)(F)F)c2)n1. Reaction SMILES: [C:33](=[O:34])([O-:35])[O-:36].[CH3:1][c:2]1[n:3][c:4]([S:18]([CH3:19])(=[O:20])=[O:21])[n:5][c:6](-[c:8]2[cH:9][cH:10][c:11]([C:14]([F:15])([F:16])[F:17])[cH:12][cH:13]2)[cH:7]1.[CH3:39][C:40]#[N:41].[F:22][C:23]([c:24]1[cH:25][c:26]([OH:30])[cH:27][cH:28][cH:29]1)([F:31])[F:32].[K+:37].[K+:38].[OH2:42]>>[CH3:1][c:2]1[n:3][c:4]([O:30][c:26]2[cH:25][c:24]([C:23]([F:22])([F:31])[F:32])[cH:29][cH:28][cH:27]2)[n:5][c:6](-[c:8]2[cH:9][cH:10][c:11]([C:14]([F:15])([F:16])[F:17])[cH:12][cH:13]2)[cH:7]1. Starting materials: FC=1C=C2C(=CNC2=C(C1)/C(=N/[H])/NO)CCC(=O)OCC (Ethyl 3-{5-fluoro-7-[(Z)-(hydroxyamino)(imino)methyl]-1H-indol-3-yl}propanoate), C=1C=CC2=C(C1)N=NN2O (HOBT), CCN=C=NCCCN(C)C (EDCI), C(#N)C=1C=C(C(=O)O)C=CC1OC(C)C (3-cyano-4-[(1-methylethyl)oxy]benzoic acid), CCCC[N+](CCCC)(CCCC)CCCC.[F-] (TBAF). Run in C1CCOC1 (THF), C1CCOC1 (THF). Run at time 1 hour. Product: C(#N)C=1C=C(C=CC1OC(C)C)C1=NC(=NO1)C=1C=C(C=C2C(=CNC12)CCC(=O)OCC)F (Ethyl 3-[7-(5-{3-cyano-4-[(1-methylethyl)oxy]phenyl}-1,2,4-oxadiazol-3-yl)-5-fluoro-1H-indol-3-yl]propanoate). Yield: 98.6%. RXN SMILES: C1C=CC2N(O)N=NC=2C=1.CCN=C=NCCCN(C)C.[C:22]([C:24]1[CH:25]=[C:26]([CH:30]=[CH:31][C:32]=1[O:33][CH:34]([CH3:36])[CH3:35])[C:27]([OH:29])=O)#[N:23].[F:37][C:38]1[CH:39]=[C:40]2[C:44](=[C:45](/[C:47](/[NH:50]O)=[N:48]/[H])[CH:46]=1)[NH:43][CH:42]=[C:41]2[CH2:52][CH2:53][C:54]([O:56][CH2:57][CH3:58])=[O:55].CCCC[N+](CCCC)(CCCC)CCCC.[F-]>C1COCC1>[C:22]([C:24]1[CH:25]=[C:26]([C:27]2[O:29][N:48]=[C:47]([C:45]3[CH:46]=[C:38]([F:37])[CH:39]=[C:40]4[C:44]=3[NH:43][CH:42]=[C:41]4[CH2:52][CH2:53][C:54]([O:56][CH2:57][CH3:58])=[O:55])[N:50]=2)[CH:30]=[CH:31][C:32]=1[O:33][CH:34]([CH3:36])[CH3:35])#[N:23] |f:4.5|. Procedure: HOBT (672 mg) and EDCI (841 mg) were added to a solution of 3-cyano-4-[(1-methylethyl)oxy]benzoic acid (450 mg) in THF (10 mL). The resulting solution was stirred for 1 hour. Ethyl 3-{5-fluoro-7-[(Z)-(hydroxyamino)(imino)methyl]-1H-indol-3-yl}propanoate (D136) (717 mg) in THF (5 mL) was added, and the reaction mixture was stirred at RT for 2 hours. TBAF (2.34 g) was then added. The reaction vessel was sealed and heated in Biotage Initiator using initial normal to 120° C. for 1.5 hours. After coo... Starting materials: ClCCCN1CCSCC1, [K+], [K+], N#CC1(c2ccc(OCCCN3CCCC3)cc2)CCOCC1, O=C([O-])[O-], CN(C)C=O. Yields the product N#CC1(c2ccc(OCCCN3CCSCC3)cc2)CCOCC1. Reaction SMILES: [Cl:24][CH2:25][CH2:26][CH2:27][N:28]1[CH2:29][CH2:30][S:31][CH2:32][CH2:33]1.[K+:34].[K+:35].[N:1]1([CH2:6][CH2:7][CH2:8][O:9][c:10]2[cH:11][cH:12][c:13]([C:16]3([C:22]#[N:23])[CH2:17][CH2:18][O:19][CH2:20][CH2:21]3)[cH:14][cH:15]2)[CH2:2][CH2:3][CH2:4][CH2:5]1.[O-:36][C:37]([O-:38])=[O:39].[O:40]=[CH:41][N:42]([CH3:43])[CH3:44]>>[N:1]1([CH2:6][CH2:7][CH2:8][O:9][c:10]2[cH:11][cH:12][c:13]([C:16]3([C:22]#[N:23])[CH2:17][CH2:18][O:19][CH2:20][CH2:21]3)[cH:14][cH:15]2)[CH2:2][CH2:3][S:31][CH2:4][CH2:5]1. Starting materials: BrC=1C(=CC(=C(C(=O)ON2C(CCC2=O)=O)C1)OC)CC(=O)NN(C1=C(C=CC=C1N1CCCCC1)C)C1=CC=C(C=C1)OC (2,5-Dioxo-pyrrolidin-1-yl 5-bromo-2-methoxy-4-[N′-(4-methoxy-phenyl)-N′-(2-methyl-6-piperidin-1-yl-phenyl)-hydrazinocarbonylmethyl]-benzoate), CNC (dimethylamine). The solvent is C1CCOC1 (THF), C1CCOC1 (THF). Reaction conditions: time 2 hour. The product is BrC=1C(=CC(=C(C(=O)N(C)C)C1)OC)CC(=O)NN(C1=C(C=CC=C1N1CCCCC1)C)C1=CC=C(C=C1)OC (5-Bromo-2-methoxy-4-[N′-(4-methoxy-phenyl)-N′-(2-methyl-6-piperidin-1-yl phenyl)-hydrazinocarbonylmethyl]-N,N-dimethyl-benzamide). Yield: 53.0%. As a reaction SMILES: [Br:1][C:2]1[C:3]([CH2:20][C:21]([NH:23][N:24]([C:38]2[CH:43]=[CH:42][C:41]([O:44][CH3:45])=[CH:40][CH:39]=2)[C:25]2[C:30]([N:31]3[CH2:36][CH2:35][CH2:34][CH2:33][CH2:32]3)=[CH:29][CH:28]=[CH:27][C:26]=2[CH3:37])=[O:22])=[CH:4][C:5]([O:18][CH3:19])=[C:6]([CH:17]=1)[C:7]([O:9]N1C(=O)CCC1=O)=O.[CH3:46][NH:47][CH3:48]>C1COCC1>[Br:1][C:2]1[C:3]([CH2:20][C:21]([NH:23][N:24]([C:38]2[CH:43]=[CH:42][C:41]([O:44][CH3:45])=[CH:40][CH:39]=2)[C:25]2[C:30]([N:31]3[CH2:36][CH2:35][CH2:34][CH2:33][CH2:32]3)=[CH:29][CH:28]=[CH:27][C:26]=2[CH3:37])=[O:22])=[CH:4][C:5]([O:18][CH3:19])=[C:6]([CH:17]=1)[C:7]([N:47]([CH3:48])[CH3:46])=[O:9]. Reported procedure: To a solution of 85 mg of the compound obtained in stage 8 of Example 1 in 500 μL of THF are added at room temperature 2 mL (29 equivalents) of a 2 M dimethylamine solution in THF. The reaction medium is then stirred for 2 hours before being dry evaporated. The obtained white solid is taken up in 10 mL of ethyl acetate. The resulting organic phase is washed several times with water and then with a saturated NaCl solution, dried on sodium sulphate, dry evaporated. The raw product is chromatograph...